From a dataset of the Open Reaction Database (ORD), a public repository of structured organic reaction records. describe an organic reaction: reactants, conditions, products, and yield The reactants are C1(=CC=CC2=CC=CC=C12)C(=O)OC(C#C)(C)C (1,1-dimethyl-2-propynyl 1-naphthoate), C1(=CC=CC2=CC=CC=C12)C(=O)O (1-naphthoic acid), CC(C#C)(C)O (3-methyl-1-butyn-3-ol). Yields the product C1(=CC=CC2=CC=CC=C12)C(=O)OC(C#C)CC (1-ethyl-2-propynyl 1-naphthoate). RXN SMILES: [C:1]1([C:11]([O:13][C:14]([CH3:18])(C)[C:15]#[CH:16])=[O:12])[C:10]2[C:5](=[CH:6][CH:7]=[CH:8][CH:9]=2)[CH:4]=[CH:3][CH:2]=1.[C:19]1(C(O)=O)C2C(=CC=CC=2)C=CC=1.CC(O)(C)C#C>>[C:1]1([C:11]([O:13][CH:14]([CH2:15][CH3:16])[C:18]#[CH:19])=[O:12])[C:10]2[C:5](=[CH:6][CH:7]=[CH:8][CH:9]=2)[CH:4]=[CH:3][CH:2]=1. Procedure details: 1,1-dimethyl-2-propynyl 1-naphthoate, nD20 =1.5765, is prepared from 1-naphthoic acid and 3-methyl-1-butyn-3-ol. The reactants are C1CCOC1, CCN(C(C)C)C(C)C, COc1cccc2c1nc(C(F)F)n2-c1nc(Cl)nc(N2CCOCC2)n1, CC(C)(C)OC(=O)N1CCC(N)CC1. Product: COc1cccc2c1nc(C(F)F)n2-c1nc(NC2CCN(C(=O)OC(C)(C)C)CC2)nc(N2CCOCC2)n1. Reaction SMILES: [CH2:51]1[O:52][CH2:53][CH2:54][CH2:55]1.[CH:42]([N:43]([CH2:44][CH3:45])[CH:46]([CH3:47])[CH3:48])([CH3:49])[CH3:50].[Cl:1][c:2]1[n:3][c:4](-[n:14]2[c:15]([CH:25]([F:26])[F:27])[n:16][c:17]3[c:18]2[cH:19][cH:20][cH:21][c:22]3[O:23][CH3:24])[n:5][c:6]([N:8]2[CH2:9][CH2:10][O:11][CH2:12][CH2:13]2)[n:7]1.[NH2:28][CH:29]1[CH2:30][CH2:31][N:32]([C:35](=[O:36])[O:37][C:38]([CH3:39])([CH3:40])[CH3:41])[CH2:33][CH2:34]1>>[c:2]1([NH:28][CH:29]2[CH2:30][CH2:31][N:32]([C:35](=[O:36])[O:37][C:38]([CH3:39])([CH3:40])[CH3:41])[CH2:33][CH2:34]2)[n:3][c:4](-[n:14]2[c:15]([CH:25]([F:26])[F:27])[n:16][c:17]3[c:18]2[cH:19][cH:20][cH:21][c:22]3[O:23][CH3:24])[n:5][c:6]([N:8]2[CH2:9][CH2:10][O:11][CH2:12][CH2:13]2)[n:7]1. Reactants: C(C)(=O)OC1=C(C(=C(C(=C1)Cl)OC1=CC=C(C=C1)[N+](=O)[O-])Cl)C (methyl[3,5-dichloro-4-(4-nitrophenoxy)phenyl] acetate). Reagents/catalysts: O.[Pt](=O)=O (platinum(IV) oxide monohydrate). The solvent is C(C)(=O)OCC (ethyl acetate). Reaction conditions: time 6 hour. The product is C(C)(=O)OC1=C(C(=C(C(=C1)Cl)OC1=CC=C(C=C1)N)Cl)C (methyl[3,5-dichloro-4-(4-aminophenoxy)-phenyl] acetate). Yield: 54.6%. As a reaction SMILES: [C:1]([O:4][C:5]1[CH:10]=[C:9]([Cl:11])[C:8]([O:12][C:13]2[CH:18]=[CH:17][C:16]([N+:19]([O-])=O)=[CH:15][CH:14]=2)=[C:7]([Cl:22])[C:6]=1[CH3:23])(=[O:3])[CH3:2]>C(OCC)(=O)C.O.[Pt](=O)=O>[C:1]([O:4][C:5]1[CH:10]=[C:9]([Cl:11])[C:8]([O:12][C:13]2[CH:18]=[CH:17][C:16]([NH2:19])=[CH:15][CH:14]=2)=[C:7]([Cl:22])[C:6]=1[CH3:23])(=[O:3])[CH3:2] |f:2.3|. Procedure: To a solution of methyl[3,5-dichloro-4-(4-nitrophenoxy)phenyl] acetate (14 g) in ethyl acetate (90 mL) was added platinum(IV) oxide monohydrate (0.48 g) and the mixture was stirred vigorously under hydrogen gas (1 atmospheres) for 6 hours. The suspension was filtered and the filtrate concentrated. The residue was purified on column (silica gel, n-heptane/ethyl acetate, 1:1) to give 7.0 g of methyl[3,5-dichloro-4-(4-aminophenoxy)-phenyl] acetate as orange crystals. The product is FC1=CC2=C(C(=NO2)C2CCN(CC2)C(CC)OC2(CC(=CC=C2)C2=CC=C(C=C2)C=O)OC)C=C1 (4-[3-[4-(6-Fluoro-1,2-benzisoxazol-3-yl)-1-piperidinyl propoxy]-3-methoxyphenyl]-phenylmethanone). Isolated yield 172.9%. The solvent is C(C)#N (acetonitrile). Reported procedure: A mixture of 6-fluoro-3-(4-piperidinyl)-1,2-benzisoxazole (2.2 g, 10 mmol), K2CO3 (2.3 g) and 1-[4-(3-bromopropoxy)-3-methoxyphenyl]phenylmethanone (3.47 g, 10 mmol) in acetonitrile (100 ml) was heated at reflux for 3 hours. At the end of reaction, the acetonitrile was concentrated and the mixture was extracted into dichloromethane (200 ml). The insolubles were filtered off and the solvent was evaporated to an oil. Purification was carried out by flash chromatography over a silica gel column (SI... Reactants: FC1=CC2=C(C(=NO2)C2CCNCC2)C=C1 (6-fluoro-3-(4-piperidinyl)-1,2-benzisoxazole), C(=O)([O-])[O-].[K+].[K+] (K2CO3), BrCCCOC1=C(C=C(C=C1)C1(CC=CC=C1)C=O)OC (1-[4-(3-bromopropoxy)-3-methoxyphenyl]phenylmethanone). Reaction SMILES: [F:1][C:2]1[CH:16]=[CH:15][C:5]2[C:6]([CH:9]3[CH2:14][CH2:13][NH:12][CH2:11][CH2:10]3)=[N:7][O:8][C:4]=2[CH:3]=1.[C:17]([O-:20])([O-])=O.[K+].[K+].BrCCCO[C:28]1[CH:33]=[CH:32][C:31]([C:34]2(C=O)[CH:39]=[CH:38][CH:37]=[CH:36][CH2:35]2)=[CH:30][C:29]=1[O:42][CH3:43]>C(#N)C>[F:1][C:2]1[CH:16]=[CH:15][C:5]2[C:6]([CH:9]3[CH2:10][CH2:11][N:12]([CH:4]([O:8][C:29]4([O:42][CH3:43])[CH:28]=[CH:33][CH:32]=[C:31]([C:34]5[CH:35]=[CH:36][C:37]([CH:17]=[O:20])=[CH:38][CH:39]=5)[CH2:30]4)[CH2:3][CH3:2])[CH2:13][CH2:14]3)=[N:7][O:8][C:4]=2[CH:3]=1 |f:1.2.3|. Yields the product O=C1Cc2cc(S(=O)(=O)N3CCCC3)ccc2N1. RXN SMILES: [CH2:15]1[CH2:16][CH2:17][NH:18][CH2:19]1.[CH3:30][CH2:31][O:32][C:33](=[O:34])[CH3:35].[Cl:1][S:2](=[O:3])(=[O:4])[c:5]1[cH:6][c:7]2[c:11]([cH:12][cH:13]1)[NH:10][C:9](=[O:14])[CH2:8]2.[Cl:27][CH2:28][Cl:29].[ClH:26].[cH:20]1[cH:21][cH:22][n:23][cH:24][cH:25]1>>[S:2](=[O:3])(=[O:4])([c:5]1[cH:6][c:7]2[c:11]([cH:12][cH:13]1)[NH:10][C:9](=[O:14])[CH2:8]2)[N:18]1[CH2:17][CH2:16][CH2:15][CH2:19]1. The reactants are C1CCNC1, CCOC(C)=O, O=C1Cc2cc(S(=O)(=O)Cl)ccc2N1, ClCCl, Cl, c1ccncc1. Starting materials: C(C)(C)(C)OC(=O)N1C[C@H]([C@@H](CCC1)OC(C1=CC=C(C=C1)OCC1=CC=CC=C1)=O)NC(C1=CC=C(C=C1)OC(C1=CC=C(C=C1)F)=O)=O ((3R,4R)-4-(4-Benzyloxy-benzoyloxy)-3-[4-(4-fluoro-benzoyloxy)-benzoylamino]-azepane-1-carboxylic acid tert-butyl ester). Reagents/catalysts: [Pd] (palladium on charcoal). The solvent is O1CCCC1 (tetrahydrofuran). Conditions: time 2 hour. Yields the product C(C)(C)(C)OC(=O)N1C[C@H]([C@@H](CCC1)OC(C1=CC=C(C=C1)O)=O)NC(C1=CC=C(C=C1)OC(C1=CC=C(C=C1)F)=O)=O ((3R,4R)-3-[4-(4-Fluoro-benzoyloxy)-benzoylamino]-4-(4-hydroxy-benzoyloxy)-azepane-1-carboxylic acid tert-butyl ester). Isolated yield 80.6%. As a reaction SMILES: [C:1]([O:5][C:6]([N:8]1[CH2:14][CH2:13][CH2:12][C@@H:11]([O:15][C:16](=[O:31])[C:17]2[CH:22]=[CH:21][C:20]([O:23]CC3C=CC=CC=3)=[CH:19][CH:18]=2)[C@H:10]([NH:32][C:33](=[O:50])[C:34]2[CH:39]=[CH:38][C:37]([O:40][C:41](=[O:49])[C:42]3[CH:47]=[CH:46][C:45]([F:48])=[CH:44][CH:43]=3)=[CH:36][CH:35]=2)[CH2:9]1)=[O:7])([CH3:4])([CH3:3])[CH3:2]>O1CCCC1.[Pd]>[C:1]([O:5][C:6]([N:8]1[CH2:14][CH2:13][CH2:12][C@@H:11]([O:15][C:16](=[O:31])[C:17]2[CH:18]=[CH:19][C:20]([OH:23])=[CH:21][CH:22]=2)[C@H:10]([NH:32][C:33](=[O:50])[C:34]2[CH:39]=[CH:38][C:37]([O:40][C:41](=[O:49])[C:42]3[CH:43]=[CH:44][C:45]([F:48])=[CH:46][CH:47]=3)=[CH:36][CH:35]=2)[CH2:9]1)=[O:7])([CH3:4])([CH3:2])[CH3:3]. Reported procedure: 80 mg (3R,4R)-4-(4-Benzyloxy-benzoyloxy)-3-[4-(4-fluoro-benzoyloxy)-benzoylamino]-azepane-1-carboxylic acid tert-butyl ester was dissolved in tetrahydrofuran. 10 mg 5% palladium on charcoal was added and the mixture hydrogenated at atmospheric pressure and room temperature for 2 hours. The catalyst was filtered on, the pad washed with tetrahydrofuran and the filtrate evaporated under reduced pressure. The residue was purified by chromatography on silica gel (10 g, AcOEt/Hexane 1:1 eluent) to aff... Reactants: C1CCOC1, C#CCO, CCOC(C)=O, [Cu]I, Nc1c(I)cc(-c2ccccc2C(F)(F)F)cc1[N+](=O)[O-]. Product: Nc1c(C#CCO)cc(-c2ccccc2C(F)(F)F)cc1[N+](=O)[O-]. Reaction SMILES: [CH2:22]1[CH2:23][CH2:24][CH2:25][O:26]1.[CH2:27]([OH:28])[C:29]#[CH:30].[CH3:31][CH2:32][O:33][C:34]([CH3:35])=[O:36].[Cu:37][I:38].[I:1][c:2]1[cH:3][c:4](-[c:12]2[c:13]([C:18]([F:19])([F:20])[F:21])[cH:14][cH:15][cH:16][cH:17]2)[cH:5][c:6]([N+:9](=[O:10])[O-:11])[c:7]1[NH2:8]>>[c:2]1([C:23]#[C:24][CH2:25][OH:26])[cH:3][c:4](-[c:12]2[c:13]([C:18]([F:19])([F:20])[F:21])[cH:14][cH:15][cH:16][cH:17]2)[cH:5][c:6]([N+:9](=[O:10])[O-:11])[c:7]1[NH2:8].